From a dataset of the Open Reaction Database (ORD), a public repository of structured organic reaction records. describe an organic reaction: reactants, conditions, products, and yield Starting materials: C(C)C=1C=CC(=C(C1)O)C=O (5-ethyl-2-formylphenol), BrC(C(=O)[O-])C (2-bromopropanoate), C([O-])([O-])=O.[K+].[K+] (potassium carbonate). The solvent is CC(=O)C (acetone). Yields the product C(C)C=1C=CC(=C(OC(C(=O)OC)C)C1)C=O (methyl 2-(5-ethyl-2-formylphenoxy)propanoate). Reaction SMILES: [CH2:1]([C:3]1[CH:4]=[CH:5][C:6]([CH:10]=[O:11])=[C:7]([OH:9])[CH:8]=1)[CH3:2].Br[CH:13]([CH3:17])[C:14]([O-:16])=[O:15].[C:18](=O)([O-])[O-].[K+].[K+]>CC(C)=O>[CH2:1]([C:3]1[CH:4]=[CH:5][C:6]([CH:10]=[O:11])=[C:7]([CH:8]=1)[O:9][CH:13]([CH3:17])[C:14]([O:16][CH3:18])=[O:15])[CH3:2] |f:2.3.4|. Procedure details: A stirred solution of 21.8 grams (0.15 mole) of 5-ethyl-2-formylphenol, 24.2 grams (0.15 mole) of methyl DL-2-bromopropanoate, and 30 grams (0.22 mole) of potassium carbonate in 300 mL of acetone was heated at reflux for about 18 hours. After this time, the reaction mixture was cooled and concentrated under reduced pressure to a residue. The residue was taken up in methylene chloride, washed first with water, and then with an aqueous 10% sodium hydroxide solution. The organic layer was dried wit... Starting materials: ClCCl, CCCCCC(O)c1ccc(N2C(OCc3ccc(C(=O)OC)s3)CCS2(=O)=O)cc1. The product is CCCCCC(=O)c1ccc(N2C(OCc3ccc(C(=O)OC)s3)CCS2(=O)=O)cc1. RXN SMILES: [Cl:32][CH2:33][Cl:34].[OH:1][CH:2]([CH2:3][CH2:4][CH2:5][CH2:6][CH3:7])[c:8]1[cH:9][cH:10][c:11]([N:14]2[S:15](=[O:30])(=[O:31])[CH2:16][CH2:17][CH:18]2[O:19][CH2:20][c:21]2[cH:22][cH:23][c:24]([C:26](=[O:27])[O:28][CH3:29])[s:25]2)[cH:12][cH:13]1>>[O:1]=[C:2]([CH2:3][CH2:4][CH2:5][CH2:6][CH3:7])[c:8]1[cH:9][cH:10][c:11]([N:14]2[S:15](=[O:30])(=[O:31])[CH2:16][CH2:17][CH:18]2[O:19][CH2:20][c:21]2[cH:22][cH:23][c:24]([C:26](=[O:27])[O:28][CH3:29])[s:25]2)[cH:12][cH:13]1. Reactants: CCOC(=O)C1CCN(C(=O)OC(C)(C)C)CC1, C[Si](C)(C)[N-][Si](C)(C)C, FC(F)(F)Oc1cccc(CBr)c1, [Na+], C1CCOC1. Product: CCOC(=O)C1(Cc2cccc(OC(F)(F)F)c2)CCN(C(=O)OC(C)(C)C)CC1. RXN SMILES: [C:1]([CH3:2])([CH3:3])([CH3:4])[O:5][C:6](=[O:7])[N:8]1[CH2:9][CH2:10][CH:11]([C:14](=[O:15])[O:16][CH2:17][CH3:18])[CH2:12][CH2:13]1.[CH3:19][Si:20]([N-:21][Si:22]([CH3:23])([CH3:24])[CH3:25])([CH3:26])[CH3:27].[F:29][C:30]([O:31][c:32]1[cH:33][c:34]([CH2:35][Br:36])[cH:37][cH:38][cH:39]1)([F:40])[F:41].[Na+:28].[O:42]1[CH2:43][CH2:44][CH2:45][CH2:46]1>>[C:1]([CH3:2])([CH3:3])([CH3:4])[O:5][C:6](=[O:7])[N:8]1[CH2:9][CH2:10][C:11]([C:14](=[O:15])[O:16][CH2:17][CH3:18])([CH2:35][c:34]2[cH:33][c:32]([O:31][C:30]([F:29])([F:40])[F:41])[cH:39][cH:38][cH:37]2)[CH2:12][CH2:13]1.